Dataset: the Open Reaction Database (ORD), a public repository of structured organic reaction records. Task: describe an organic reaction: reactants, conditions, products, and yield Reactants: N[C@H]([C@H](CN(NC(=O)OC(C)(C)C)CC)O)CC1=CC(=CC(=C1)F)F (tert-butyl 2-((2S,3S)-3-amino-2-hydroxy-4-(3,5difluorophenyl)butyl)-2-ethylhydrazinecarboxylate), CC(CC(=O)O)C (3-methylbutanoic acid), CC=1C=C(C=C(C(=O)O)C1)C(=O)N(CCC)CCC (5-methyl-N,N-dipropyl-isophthalamic acid). Yields the product FC=1C=C(C[C@@H]([C@H](CN(NC(CCCC)=O)CC)O)NC(C2=CC(C(=O)N(CCC)CCC)=CC(=C2)C)=O)C=C(C1)F (N1-{(1S,2S)-1-(3,5-difluorobenzyl)-3-[1-ethyl-2-(4-methylbutanoyl)hydrazino]-2-hydroxypropyl}-5-methyl-N3,N3-dipropylisophthalamide). Reaction SMILES: [NH2:1][C@@H:2]([CH2:17][C:18]1[CH:23]=[C:22]([F:24])[CH:21]=[C:20]([F:25])[CH:19]=1)[C@@H:3]([OH:16])[CH2:4][N:5]([CH2:14][CH3:15])[NH:6][C:7]([O:9]C(C)(C)C)=O.[CH3:26][CH:27](C)[CH2:28][C:29](O)=O.[CH3:33][C:34]1[CH:35]=[C:36]([C:43]([N:45]([CH2:49][CH2:50][CH3:51])[CH2:46][CH2:47][CH3:48])=[O:44])[CH:37]=[C:38]([CH:42]=1)[C:39]([OH:41])=O>>[F:24][C:22]1[CH:23]=[C:18]([CH:19]=[C:20]([F:25])[CH:21]=1)[CH2:17][C@H:2]([NH:1][C:39](=[O:41])[C:38]1[CH:42]=[C:34]([CH3:33])[CH:35]=[C:36]([C:43]([N:45]([CH2:49][CH2:50][CH3:51])[CH2:46][CH2:47][CH3:48])=[O:44])[CH:37]=1)[C@@H:3]([OH:16])[CH2:4][N:5]([CH2:14][CH3:15])[NH:6][C:7](=[O:9])[CH2:26][CH2:27][CH2:28][CH3:29]. Procedure details: Synthesized as described above from tert-butyl 2-((2S,3S)-3-amino-2-hydroxy-4-(3,5difluorophenyl)butyl)-2-ethylhydrazinecarboxylate, 3-methylbutanoic acid and 5-methyl-N,N-dipropyl-isophthalamic acid. MS (ESI+) for C32H46F2N4O4 m/z 589.3 (M+H)+. Reactants: CC(CNCC(C)(C)[N+](=O)[O-])(C)[N+](=O)[O-] (bis-(2-methyl-2-nitropropyl)amine). Reagents/catalysts: [Ni] (Ni). Run in CO (methanol). The product is CC(CNCC(C)(C)N)(C)N (bis-(2-methyl-2-amino-propyl)amine). As a reaction SMILES: [CH3:1][C:2]([N+:13]([O-])=O)([CH3:12])[CH2:3][NH:4][CH2:5][C:6]([N+:9]([O-])=O)([CH3:8])[CH3:7]>CO.[Ni]>[CH3:8][C:6]([NH2:9])([CH3:7])[CH2:5][NH:4][CH2:3][C:2]([NH2:13])([CH3:1])[CH3:12]. Reported procedure: 490 g (2.23 mol) of bis-(2-methyl-2-nitropropyl)amine from reaction 1) are dissolved in 1200 ml of methanol and transferred into an autoclave. 60 g of Raney Ni are added. The autoclave is closed and purged with nitrogen. Then, hydrogen is added until the hydrogen pressure is 50 bars. That pressure is maintained at room temperature for 8 hours and, subsequently, the reaction mixture is heated to 50° C. at the same pressure. The catalyst is then separated off by filtration and the mixture is disti... The reactants are O (water), NC=1SC=C(N1)C(C(=O)NC1[C@@H]2N(C(=CCS2)C(=O)[O-])C1=O)=NOC.[Na+] (sodium 7-[2-(2-aminothiazol-4-yl)-2-methoxyiminoacetamido]-3-cephem-4-carboxylate), C(CC)(=O)OC(C)Br (1-bromoethyl propionate), [I-].[Na+] (sodium iodide). Solvent: C(C)(=O)OCC (ethyl acetate), CS(=O)C (dimethylsulfoxide). Run at time 30 minute. Yields the product NC=1SC=C(N1)C(C(=O)NC1[C@@H]2N(C(=CCS2)C(=O)OC(C)OC(CC)=O)C1=O)=NOC (1-propionyloxyethyl 7-[2-(2-aminothiazol-4-yl)-2-methoxyiminoacetamido]-3-cephem-4-carboxylate). Isolated yield 17.4%. Reaction SMILES: [NH2:1][C:2]1[S:3][CH:4]=[C:5]([C:7](=[N:23][O:24][CH3:25])[C:8]([NH:10][CH:11]2[C:21](=[O:22])[N:13]3[C:14]([C:18]([O-:20])=[O:19])=[CH:15][CH2:16][S:17][C@H:12]23)=[O:9])[N:6]=1.[Na+].[C:27]([O:31][CH:32](Br)[CH3:33])(=[O:30])[CH2:28][CH3:29].[I-].[Na+].O>CS(C)=O.C(OCC)(=O)C>[NH2:1][C:2]1[S:3][CH:4]=[C:5]([C:7](=[N:23][O:24][CH3:25])[C:8]([NH:10][CH:11]2[C:21](=[O:22])[N:13]3[C:14]([C:18]([O:20][CH:32]([O:31][C:27](=[O:30])[CH2:28][CH3:29])[CH3:33])=[O:19])=[CH:15][CH2:16][S:17][C@H:12]23)=[O:9])[N:6]=1 |f:0.1,3.4|. Reported procedure: To a solution of sodium 7-[2-(2-aminothiazol-4-yl)-2-methoxyiminoacetamido]-3-cephem-4-carboxylate (syn-isomer, 4.0 g) in dimethylsulfoxide (40 ml) were added 1-bromoethyl propionate (1.8 g) and sodium iodide (0.18 g), and the mixture was stirred at room temperature for 30 minutes. The reaction mixture was poured into a mixture of cold water and ethyl acetate, and the organic layer was separated. The remaining aqueous layer was extracted with ethyl acetate. The extract and the organic layer were... The reactants are Cl (hydrochloric acid), N(=O)[O-].[Na+] (sodium nitrite), NC1=C2C(C(=C(C(C2=CC=C1)=O)OC)OC)=O (5-amino-2,3-dimethoxy-1,4-naphthoquinone), C(C)(=O)O (acetic acid), Cl (hydrochloric acid), cuprous chloride, N(=O)[O-].[Na+] (sodium nitrite), cuprous chloride. Run in O (water), O (water), O (Water). Reaction conditions: temperature -5 celsius. The product is ClC1=C2C(C(=C(C(C2=CC=C1)=O)OC)OC)=O (5-chloro-2,3-dimethoxy-1,4-naphthoquinone). As a reaction SMILES: N([O-])=O.[Na+].N[C:6]1[CH:15]=[CH:14][CH:13]=[C:12]2[C:7]=1[C:8](=[O:21])[C:9]([O:19][CH3:20])=[C:10]([O:17][CH3:18])[C:11]2=[O:16].C(O)(=O)C.[ClH:26]>O>[Cl:26][C:6]1[CH:15]=[CH:14][CH:13]=[C:12]2[C:7]=1[C:8](=[O:21])[C:9]([O:19][CH3:20])=[C:10]([O:17][CH3:18])[C:11]2=[O:16] |f:0.1|. Reported procedure: A solution of sodium nitrite (0.69 g, 10 mmol) in water (5 ml) was added at 0°-5° C. to a solution of 5-amino-2,3-dimethoxy-1,4-naphthoquinone (1.17 g, 5 mmol) in 5:1 acetic acid:water (25 ml) containing concentrated hydrochloric acid (1.7 ml). A further quantity of sodium nitrite (0.69 g) was then added to the reaction mixture after cooling to -5° C., followed by a solution of cuprous chloride (0.6 g) in concentrated hydrochloric acid (5 ml). The mixture was allowed to warm to 22° C. and solid ... Reactants: O=C(Cc1ccc(F)cc1)N1C(=O)OCC1Cc1ccccc1, C=CCI, C[Si](C)(C)[N-][Si](C)(C)C, [Cl-], [NH4+], [Na+], C1CCOC1. Yields the product C=CCC(C(=O)N1C(=O)OCC1Cc1ccccc1)c1ccc(F)cc1. RXN SMILES: [CH2:1]([c:2]1[cH:3][cH:4][cH:5][cH:6][cH:7]1)[CH:8]1[N:9]([C:14]([CH2:15][c:16]2[cH:17][cH:18][c:19]([F:22])[cH:20][cH:21]2)=[O:23])[C:10](=[O:13])[O:11][CH2:12]1.[CH2:34]([CH:35]=[CH2:36])[I:37].[CH3:24][Si:25]([N-:26][Si:27]([CH3:28])([CH3:29])[CH3:30])([CH3:31])[CH3:32].[Cl-:38].[NH4+:39].[Na+:33].[O:40]1[CH2:41][CH2:42][CH2:43][CH2:44]1>>[CH2:1]([c:2]1[cH:3][cH:4][cH:5][cH:6][cH:7]1)[CH:8]1[N:9]([C:14]([CH:15]([c:16]2[cH:17][cH:18][c:19]([F:22])[cH:20][cH:21]2)[CH2:36][CH:35]=[CH2:34])=[O:23])[C:10](=[O:13])[O:11][CH2:12]1. The reactants are C1=C(C=CC2=CC=CC=C12)CC(=O)OCC (ethyl 2-naphtylacetate), C(C)(=O)O (acetic acid), C(C)OC(OCC)=O (diethylcarbonate), [Na] (sodium), O (water). Yields the product C1=C(C=CC2=CC=CC=C12)C(C(=O)OCC)C(=O)OCC (Diethyl 2-Naphtylmalonate). RXN SMILES: [CH:1]1[C:10]2[C:5](=[CH:6][CH:7]=[CH:8][CH:9]=2)[CH:4]=[CH:3][C:2]=1[CH2:11][C:12]([O:14][CH2:15][CH3:16])=[O:13].[Na].O.C(O)(=O)C.[CH2:23]([O:25][C:26](=O)[O:27]CC)[CH3:24]>>[CH:1]1[C:10]2[C:5](=[CH:6][CH:7]=[CH:8][CH:9]=2)[CH:4]=[CH:3][C:2]=1[CH:11]([C:26]([O:25][CH2:23][CH3:24])=[O:27])[C:12]([O:14][CH2:15][CH3:16])=[O:13] |^1:16|. Procedure: To a solution of ethyl 2-naphtylacetate (2 g) in 23.3 ml of diethylcarbonate, kept under stirring and at room temperature, are added portionwise 0.232 g of sodium. The reaction mixture is refluxed for 2 hours 30 minutes, then it is concentrated in order to eliminate the not reacted diethylcarbonate and it is added with 20 ml of cold water. The resulting mixture is acidified with acetic acid until weak acidity is reached, then it is extracted three times with diethyl ether. The pooled organic ext...